Dataset: the Open Reaction Database (ORD), a public repository of structured organic reaction records. Task: describe an organic reaction: reactants, conditions, products, and yield The reactants are C(C)#N (acetonitrile), CS(=O)(=O)O (methanesulfonic acid), N1=CC=CC=C1 (pyridine), FF (fluorine), FF (fluorine), CS(=O)(=O)O (methanesulfonic acid), N1=CC=CC=C1 (pyridine). Reaction conditions: temperature -20 celsius. Yields the product CS(=O)(=O)[O-].F[N+]1=CC=CC=C1 (N-fluoropyridinium methanesulfonate). RXN SMILES: C(#N)C.[CH3:4][S:5]([OH:8])(=[O:7])=[O:6].[F:9]F.[N:11]1[CH:16]=[CH:15][CH:14]=[CH:13][CH:12]=1>>[CH3:4][S:5]([O-:8])(=[O:7])=[O:6].[F:9][N+:11]1[CH:16]=[CH:15][CH:14]=[CH:13][CH:12]=1 |f:4.5|. Reported procedure: To 40 ml of acetonitrile were added 1.655 g (20.923 mmol) of pyridine and 1,961 g (20.406 mmol) of methanesulfonic acid (i.e., the amount of pyridine was 1,025 times that of methanesulfonic acid in a molar ratio), and the mixture was cooled to -20° C. A mixed gas of fluorine and nitrogen in a volumetric ratio of 1:4 was then introduced to the mixture at a rate of 50 ml/min under stirring. The amount of fluorine gas introduced was 40.0 mmol. After completion of the reaction, the solvent was disti... Starting materials: [Cl-].[NH4+] (ammonium chloride), BrC=1C(=NC(=NC1)N(C)C)OC (5-bromo-4-methoxy-N,N-dimethylpyrimidin-2-amine), B(OC(C)C)(OC(C)C)OC(C)C (triisopropyl borate), C(CCC)[Li] (butyllithium). The solvent is C1CCOC1 (THF). Reaction conditions: temperature -70 celsius, time 30 minute. Product: CN(C1=NC=C(C(=N1)OC)B(O)O)C (2-(dimethylamino)-4-methoxypyrimidin-5-ylboronic acid). Yield: 61.8%. RXN SMILES: Br[C:2]1[C:3]([O:11][CH3:12])=[N:4][C:5]([N:8]([CH3:10])[CH3:9])=[N:6][CH:7]=1.[B:13](OC(C)C)([O:18]C(C)C)[O:14]C(C)C.C([Li])CCC.[Cl-].[NH4+]>C1COCC1>[CH3:9][N:8]([CH3:10])[C:5]1[N:4]=[C:3]([O:11][CH3:12])[C:2]([B:13]([OH:18])[OH:14])=[CH:7][N:6]=1 |f:3.4|. Reported procedure: To a solution of 5-bromo-4-methoxy-N,N-dimethylpyrimidin-2-amine (0.300 g, 1.29 mmol) and triisopropyl borate (0.416 mL, 1.81 mmol) in 7 mL of THF at −70° C. was added butyllithium (1.6 m in hexanes, 1.13 mL, 1.81 mmol) dropwise. The reaction stirred for 30 min at −70° C. and was allowed to warm up. At −20° C. ammonium chloride (sat.) was added. The mixture was extracted with ethyl acetate (3X). The combined organic layers were dried over anhydrous sodium sulfate, filtered and concentrated to gi... The reactants are C1CCOC1, CC1(c2csc(Cn3ncc([N+](=O)[O-])n3)n2)OCCO1, Cl, N#N, [Na+], [OH-]. Yields the product CC(=O)c1csc(Cn2ncc([N+](=O)[O-])n2)n1. As a reaction SMILES: [CH2:26]1[O:27][CH2:28][CH2:29][CH2:30]1.[CH3:3][C:4]1([c:9]2[n:10][c:11]([CH2:14][n:15]3[n:16][cH:17][c:18]([N+:20](=[O:21])[O-:22])[n:19]3)[s:12][cH:13]2)[O:5][CH2:8][CH2:7][O:6]1.[ClH:23].[N:1]#[N:2].[Na+:25].[OH-:24]>>[CH3:3][C:4](=[O:5])[c:9]1[n:10][c:11]([CH2:14][n:15]2[n:16][cH:17][c:18]([N+:20](=[O:21])[O-:22])[n:19]2)[s:12][cH:13]1. Reactants: C1(CC1)N1C=C(C(C2=CC(=C(C=C12)N1CC(NCC1)C=C)F)=O)C(=O)O (1-cyclopropyl-7-(3-ethenyl-1-piperazinyl)-6-fluoro-1,4-dihydro-4-oxo-3-quinolinecarboxylic acid), C=O (formalin). Run in C(=O)O (formic acid). Yields the product C1(CC1)N1C=C(C(C2=CC(=C(C=C12)N1CC(N(CC1)C)C=C)F)=O)C(=O)O (1-Cyclopropyl-7-(3-ethenyl-4-methyl-1-piperazinyl) -6-fluoro-1,4-dihydro-4-oxo-3-quinolinecarboxylic acid). RXN SMILES: [CH:1]1([N:4]2[C:13]3[C:8](=[CH:9][C:10]([F:22])=[C:11]([N:14]4[CH2:19][CH2:18][NH:17][CH:16]([CH:20]=[CH2:21])[CH2:15]4)[CH:12]=3)[C:7](=[O:23])[C:6]([C:24]([OH:26])=[O:25])=[CH:5]2)[CH2:3][CH2:2]1.[CH2:27]=O>C(O)=O>[CH:1]1([N:4]2[C:13]3[C:8](=[CH:9][C:10]([F:22])=[C:11]([N:14]4[CH2:19][CH2:18][N:17]([CH3:27])[CH:16]([CH:20]=[CH2:21])[CH2:15]4)[CH:12]=3)[C:7](=[O:23])[C:6]([C:24]([OH:26])=[O:25])=[CH:5]2)[CH2:3][CH2:2]1. Reported procedure: A mixture of 200 mg of 1-cyclopropyl-7-(3-ethenyl-1-piperazinyl)-6-fluoro-1,4-dihydro-4-oxo-3-quinolinecarboxylic acid, 0.3 ml of 90% formic acid and 0.24 ml of 37% formalin is heated for 2 hours, then evaporated. The residue is diluted with water, neutralized to pH 7 with 1N sodium hydroxide, the solid collected, and washed with water, ether and dried in vacuo, giving 150 mg of the desired product.